From a dataset of the Open Reaction Database (ORD), a public repository of structured organic reaction records. describe an organic reaction: reactants, conditions, products, and yield The reactants are OCCCBr, CCN=C=NCCCN(C)C, CN(C)c1ccncc1, ClCCl, Cl, O=C(O)c1ccccc1OCc1ccccc1. RXN SMILES: [Br:18][CH2:19][CH2:20][CH2:21][OH:22].[CH3:24][N:25]([CH3:26])[CH2:27][CH2:28][CH2:29][N:30]=[C:31]=[N:32][CH2:33][CH3:34].[CH3:35][N:36]([CH3:37])[c:38]1[cH:39][cH:40][n:41][cH:42][cH:43]1.[Cl:44][CH2:45][Cl:46].[ClH:23].[c:1]1([CH2:7][O:8][c:9]2[c:10]([C:11](=[O:12])[OH:13])[cH:14][cH:15][cH:16][cH:17]2)[cH:2][cH:3][cH:4][cH:5][cH:6]1>>[c:1]1([CH2:7][O:8][c:9]2[c:10]([C:11](=[O:12])[O:13][CH2:21][CH2:20][CH2:19][Br:18])[cH:14][cH:15][cH:16][cH:17]2)[cH:2][cH:3][cH:4][cH:5][cH:6]1. Yields the product O=C(OCCCBr)c1ccccc1OCc1ccccc1. Reactants: C([O-])([O-])=O.[K+].[K+] (potassium carbonate), CC1=CC=2N(C=C1)C=C(N2)CCC2=CC1=C(N=C(S1)N)C=C2 (6-[2-(7-methylimidazo[1,2-a]pyridin-2-yl)ethyl]-2-aminobenzothiazole), Br.[NH+]1=CC=CC=C1 (pyridinium hydrobromide), Br.C(C)(=O)O (hydrogen bromide acetic acid). The solvent is C(C)(=O)O (acetic acid), C(C)(=O)OCC (ethyl acetate), O (water), C(C)(=O)OCC (ethyl acetate), C(C)OCC (diethyl ether). Conditions: time 1 hour. The product is BrC1=C(N=C2N1C=CC(=C2)C)CCC2=CC1=C(N=C(S1)N)C=C2 (6-[2-(3-bromo-7-methylimidazo[1,2-a]pyridin-2-yl)ethyl]-2-aminobenzothiazole). As a reaction SMILES: [CH3:1][C:2]1[CH:7]=[CH:6][N:5]2[CH:8]=[C:9]([CH2:11][CH2:12][C:13]3[CH:22]=[CH:21][C:16]4[N:17]=[C:18]([NH2:20])[S:19][C:15]=4[CH:14]=3)[N:10]=[C:4]2[CH:3]=1.[BrH:23].[NH+]1C=CC=CC=1.Br.C(O)(=O)C.C(=O)([O-])[O-].[K+].[K+]>C(O)(=O)C.C(OCC)C.C(OCC)(=O)C.O>[Br:23][C:8]1[N:5]2[CH:6]=[CH:7][C:2]([CH3:1])=[CH:3][C:4]2=[N:10][C:9]=1[CH2:11][CH2:12][C:13]1[CH:22]=[CH:21][C:16]2[N:17]=[C:18]([NH2:20])[S:19][C:15]=2[CH:14]=1 |f:1.2,3.4,5.6.7|. Procedure: A mixture of 6-[2-(7-methylimidazo[1,2-a]pyridin-2-yl)ethyl]-2-aminobenzothiazole (0.4 g), pyridinium hydrobromide perbromide (0.5 g) and 25% hydrogen bromide-acetic acid (0.1 ml) in acetic acid (4 ml) was stirred at ambient temperature for 1 hour. The reaction mixture was added to a mixture of ethyl acetate and water and the mixture was adjusted to pH 8 with 20% aqueous potassium carbonate. The separated organic layer was washed with brine and dried over magnesium sulfate. The solvent was evapo... The reactants are C1=C(C(=O)NC(=O)N1)C(=O)O (Isoorotic acid), Cl.C(C)N=C=NCCCN(C)C (1-ethyl-3-(3-dimethylaminopropyl)carbodiimide hydrochloride), O.ON1N=NC2=C1C=CC=C2 (1-hydroxybenzotriazole monohydrate), C(C)(C)C1=NN(C2=NC=CC(=C21)C=2C=NC1=CC=CC=C1C2)C2=CC(=C(C#N)C=C2)NC2CCNCC2 (4-{3-Isopropyl-4-(quinolin-3-yl)-1H-pyrazolo[3,4-b]pyridin-1-yl}-2-(piperidin-4-ylamino)benzonitrile), CN(C)C=O (DMF). The solvent is C(C)(=O)OCC (ethyl acetate), O (water). Conditions: time 15 hour. Product: OC1=NC(=CC(=N1)C(=O)N1CCC(CC1)NC1=C(C#N)C=CC(=C1)N1N=C(C=2C1=NC=CC2C=2C=NC1=CC=CC=C1C2)C(C)C)O (2-{1-(2,6-dihydroxypyrimidine-4-carbonyl)piperidin-4-ylamino}-4-{3-isopropyl-4-(quinolin-3-yl)-1H-pyrazolo[3,4-b]pyridin-1-yl}benzonitrile). Yield: 39.0%. RXN SMILES: [CH:1]1[NH:8][C:6](=[O:7])[NH:5][C:3](=[O:4])[C:2]=1C(O)=O.Cl.C(N=C=NCCCN(C)C)C.O.ON1C2C=CC=CC=2N=N1.[CH:35]([C:38]1[C:46]2[C:41](=[N:42][CH:43]=[CH:44][C:45]=2[C:47]2[CH:48]=[N:49][C:50]3[C:55]([CH:56]=2)=[CH:54][CH:53]=[CH:52][CH:51]=3)[N:40]([C:57]2[CH:64]=[CH:63][C:60]([C:61]#[N:62])=[C:59]([NH:65][CH:66]3[CH2:71][CH2:70][NH:69][CH2:68][CH2:67]3)[CH:58]=2)[N:39]=1)([CH3:37])[CH3:36].CN([CH:75]=[O:76])C>O.C(OCC)(=O)C>[OH:7][C:6]1[N:8]=[C:1]([C:75]([N:69]2[CH2:68][CH2:67][CH:66]([NH:65][C:59]3[CH:58]=[C:57]([N:40]4[C:41]5=[N:42][CH:43]=[CH:44][C:45]([C:47]6[CH:48]=[N:49][C:50]7[C:55]([CH:56]=6)=[CH:54][CH:53]=[CH:52][CH:51]=7)=[C:46]5[C:38]([CH:35]([CH3:37])[CH3:36])=[N:39]4)[CH:64]=[CH:63][C:60]=3[C:61]#[N:62])[CH2:71][CH2:70]2)=[O:76])[CH:2]=[C:3]([OH:4])[N:5]=1 |f:1.2,3.4|. Procedure details: Isoorotic acid (0.021 g), 1-ethyl-3-(3-dimethylaminopropyl)carbodiimide hydrochloride (0.029 g), and 1-hydroxybenzotriazole monohydrate (0.016 g) were added to a solution of compound (77a) (0.050 g) in DMF (1.0 mL), followed by stirring under argon flow at room temperature for 15 hr. The reaction solution was distributed between ethyl acetate and water, and the organic layer was washed with saturated saline. The organic layer after the washing was dried over anhydrous sodium sulfate, and the sol... Reactants: ClC1=C(C=CC2=C1C(N1[C@H](C=3N2C=NC3C(=O)O)CC1)=O)F ((S)-8-chloro-7-fluoro-12,12a-dihydro-9-oxo-9H,11H-azeto[2,1-c]imidazo[1,5-a][1,4]benzodiazepine-1-carboxylic acid), N (ammonia), ice water, C(=O)(N1C=NC=C1)N1C=NC=C1 (1,1'-carbonyldiimidazole), C(=O)=O (CO2). The solvent is CN(C=O)C (N,N-dimethylformamide). Conditions: time 30 minute. Yields the product ClC1=C(C=CC2=C1C(N1[C@H](C=3N2C=NC3C(=O)N)CC1)=O)F ((S)-8-chloro-7-fluoro-12,12a-dihydro-9-oxo-9H,11H-azeto[2,1-c]imidazo[1,5-a][1,4]benzodiazepine-1-carboxamide). Yield: 78.9%. Reaction SMILES: [Cl:1][C:2]1[C:7]2[C:8](=[O:21])[N:9]3[CH2:20][CH2:19][C@H:10]3[C:11]3[N:12]([CH:13]=[N:14][C:15]=3[C:16](O)=[O:17])[C:6]=2[CH:5]=[CH:4][C:3]=1[F:22].C(N1C=CN=C1)([N:25]1C=CN=C1)=O.C(=O)=O.N>CN(C)C=O>[Cl:1][C:2]1[C:7]2[C:8](=[O:21])[N:9]3[CH2:20][CH2:19][C@H:10]3[C:11]3[N:12]([CH:13]=[N:14][C:15]=3[C:16]([NH2:25])=[O:17])[C:6]=2[CH:5]=[CH:4][C:3]=1[F:22]. Procedure: 40 g (124 mmol) of (S)-8-chloro-7-fluoro-12,12a-dihydro-9-oxo-9H,11H-azeto[2,1-c]imidazo[1,5-a][1,4]benzodiazepine-1-carboxylic acid were suspended in 190 ml of N,N-dimethylformamide and treated portionwise at room temperature with 21 g (129.5 mmol) of 1,1'-carbonyldiimidazole. After completion of the CO2 evolution the clear brown solution was stirred at 50° for 30 min., cooled and treated dropwise with 30 ml of conc. ammonia at a temperature below 25° within about 10 min. After stirring for 30 ... Reactants: [Cl-], O=C(O)c1c(F)c(F)c(F)c(C(=O)O)c1F, C1CCOC1, Cc1ccccc1[Mg+]. Product: [Mg]Cl, O=C(O)c1c(F)c(F)c(F)c(C(=O)O)c1F. RXN SMILES: [Cl-:17].[F:1][c:2]1[c:3]([F:16])[c:4]([F:15])[c:5]([C:12](=[O:13])[OH:14])[c:6]([F:11])[c:7]1[C:8](=[O:9])[OH:10].[O:26]1[CH2:27][CH2:28][CH2:29][CH2:30]1.[c:18]1([CH3:19])[cH:20][cH:21][cH:22][cH:23][c:25]1[Mg+:24]>>[Cl:17][Mg:24].[F:1][c:2]1[c:3]([F:16])[c:4]([F:15])[c:5]([C:12](=[O:13])[OH:14])[c:6]([F:11])[c:7]1[C:8](=[O:9])[OH:10]. The reactants are BrC1=CC=C(CC=2NC=C(N2)C2=C(C=C(C=C2)Cl)Cl)C=C1 (2-(4-Bromo-benzyl)-4-(2,4-dichloro-phenyl)-1H-imidazole), C(C)(C)(C)OC(NC1=CC(=CC=C1)I)=O ((3-iodo-phenyl)-carbamic acid tert-butyl ester). The product is C(C)(C)(C)OC(NC1=CC(=CC=C1)N1C(=NC(=C1)C1=C(C=C(C=C1)Cl)Cl)CC1=CC=C(C=C1)Br)=O ({3-[2-(4-bromo-benzyl)-4-(2,4-dichloro-phenyl)-imidazol-1-yl]-phenyl}-carbamic acid tert-butyl ester). Reaction SMILES: [Br:1][C:2]1[CH:21]=[CH:20][C:5]([CH2:6][C:7]2[NH:8][CH:9]=[C:10]([C:12]3[CH:17]=[CH:16][C:15]([Cl:18])=[CH:14][C:13]=3[Cl:19])[N:11]=2)=[CH:4][CH:3]=1.[C:22]([O:26][C:27](=[O:36])[NH:28][C:29]1[CH:34]=[CH:33][CH:32]=[C:31](I)[CH:30]=1)([CH3:25])([CH3:24])[CH3:23]>>[C:22]([O:26][C:27](=[O:36])[NH:28][C:29]1[CH:30]=[CH:31][CH:32]=[C:33]([N:8]2[CH:9]=[C:10]([C:12]3[CH:17]=[CH:16][C:15]([Cl:18])=[CH:14][C:13]=3[Cl:19])[N:11]=[C:7]2[CH2:6][C:5]2[CH:20]=[CH:21][C:2]([Br:1])=[CH:3][CH:4]=2)[CH:34]=1)([CH3:25])([CH3:23])[CH3:24]. Procedure: 2-(4-Bromo-benzyl)-4-(2,4-dichloro-phenyl)-1H-imidazole (1 g, 2.6 mmol) was treated with (3-iodo-phenyl)-carbamic acid tert-butyl ester following general procedure R to provide {3-[2-(4-bromo-benzyl)-4-(2,4-dichloro-phenyl)-imidazol-1-yl]-phenyl}-carbamic acid tert-butyl ester. The bromophenyl product (370 mg, 0.64 mmol) was treated as described in general procedure G using 4-ethoxycarbonylphenyl boronic acid to provide 4′-[1-(3-tert-butoxycarbonylamino-phenyl)-4-(2,4-dichloro-phenyl)-1H-imidazo...